Dataset: the Open Reaction Database (ORD), a public repository of structured organic reaction records. Task: describe an organic reaction: reactants, conditions, products, and yield Reactants: FC(C(=O)O)(F)F.CN[C@@H](C(C)C)C(=O)N[C@@H](C(C)C)C(=O)N(C)[C@H]([C@@H](CC(=O)N1[C@@H](CCC1)[C@@H]([C@H](C(=O)N[C@@H](CC1=CC=CC=C1)\C=C\C1=CC=CC=C1)C)OC)OC)[C@H](CC)C (N-methyl-L-valyl-N-[(3R,4S,5S)-1-{(2S)-2-[(1R,2R)-3-{[(2S,3E)-1,4-diphenylbut-3-en-2-yl]amino}-1-methoxy-2-methyl-3-oxopropyl]pyrrolidin-1-yl}-3-methoxy-5-methyl-1-oxoheptan-4-yl]-N-methyl-L-valinamide trifluoroacetic acid salt), FC(C(=O)O)(F)F.CN[C@@H](C(C)C)C(=O)N[C@@H](C(C)C)C(=O)N(C)[C@H]([C@@H](CC(=O)N1[C@@H](CCC1)[C@@H]([C@H](C(=O)N[C@@H](CC1=CC=CC=C1)\C=C\C1=CC=CC=C1)C)OC)OC)[C@H](CC)C (N-methyl-L-valyl-N-[(3R,4S,5S)-1-{(2S)-2-[(1R,2R)-3-{[(2S,3E)-1,4-diphenylbut-3-en-2-yl]amino}-1-methoxy-2-methyl-3-oxopropyl]pyrrolidin-1-yl}-3-methoxy-5-methyl-1-oxoheptan-4-yl]-N-methyl-L-valinamide trifluoroacetic acid salt), O1CCOCC1 (dioxane), aqueous solution, O=CCCC(=O)O (4-oxobutanoic acid), C(#N)[BH3-].[Na+] (sodium cyanoborohydride). The solvent is O1CCOCC1.O (dioxane water). Yields the product C(=O)(O)CCCN([C@@H](C(C)C)C(=O)N[C@@H](C(C)C)C(=O)N(C)[C@H]([C@@H](CC(=O)N1[C@@H](CCC1)[C@@H]([C@H](C(=O)N[C@@H](CC1=CC=CC=C1)\C=C\C1=CC=CC=C1)C)OC)OC)[C@H](CC)C)C (N-(3-Carboxypropyl)-N-methyl-L-valyl-N-[(3R,4S,5S)-1-{(2S)-2-[(1R,2R)-3-{[(2S,3E)-1,4-diphenylbut-3-en-2-yl]amino}-1-methoxy-2-methyl-3-oxopropyl]pyrrolidin-1-yl}-3-methoxy-5-methyl-1-oxoheptan-4-yl]-N-methyl-L-valinamide). As a reaction SMILES: FC(F)(F)C(O)=O.[CH3:8][NH:9][C@H:10]([C:14]([NH:16][C@H:17]([C:21]([N:23]([C@@H:25]([C@@H:61]([CH3:64])[CH2:62][CH3:63])[C@H:26]([O:59][CH3:60])[CH2:27][C:28]([N:30]1[CH2:34][CH2:33][CH2:32][C@H:31]1[C@H:35]([O:57][CH3:58])[C@@H:36]([CH3:56])[C:37]([NH:39][C@H:40](/[CH:48]=[CH:49]/[C:50]1[CH:55]=[CH:54][CH:53]=[CH:52][CH:51]=1)[CH2:41][C:42]1[CH:47]=[CH:46][CH:45]=[CH:44][CH:43]=1)=[O:38])=[O:29])[CH3:24])=[O:22])[CH:18]([CH3:20])[CH3:19])=[O:15])[CH:11]([CH3:13])[CH3:12].O=[CH:66][CH2:67][CH2:68][C:69]([OH:71])=[O:70].C([BH3-])#N.[Na+].O1CCOCC1>O1CCOCC1.O>[C:69]([CH2:68][CH2:67][CH2:66][N:9]([CH3:8])[C@H:10]([C:14]([NH:16][C@H:17]([C:21]([N:23]([C@@H:25]([C@@H:61]([CH3:64])[CH2:62][CH3:63])[C@H:26]([O:59][CH3:60])[CH2:27][C:28]([N:30]1[CH2:34][CH2:33][CH2:32][C@H:31]1[C@H:35]([O:57][CH3:58])[C@@H:36]([CH3:56])[C:37]([NH:39][C@H:40](/[CH:48]=[CH:49]/[C:50]1[CH:51]=[CH:52][CH:53]=[CH:54][CH:55]=1)[CH2:41][C:42]1[CH:43]=[CH:44][CH:45]=[CH:46][CH:47]=1)=[O:38])=[O:29])[CH3:24])=[O:22])[CH:18]([CH3:19])[CH3:20])=[O:15])[CH:11]([CH3:13])[CH3:12])([OH:71])=[O:70] |f:0.1,3.4,6.7|. Reported procedure: 15.5 mg (10 μmol) N-methyl-L-valyl-N-[(3R,4S,5S)-1-{(2S)-2-[(1R,2R)-3-{[(2S,3E)-1,4-diphenylbut-3-en-2-yl]amino}-1-methoxy-2-methyl-3-oxopropyl]pyrrolidin-1-yl}-3-methoxy-5-methyl-1-oxoheptan-4-yl]-N-methyl-L-valinamide trifluoroacetic acid salt (intermediate 19) was dissolved in 1.0 mL dioxane/water (1:1) and reacted with a 15% aqueous solution of 4-oxobutanoic acid in the presence of sodium cyanoborohydride, by analogy with the synthesis in Example 1. After lyophilization from dioxane, 10.3 mg... The reactants are C1(=CC=CC=C1)P(C1=CC=CC=C1)C1=CC=CC=C1 (Triphenylphosphine), BrCCC1=CC=CC=C1 ((2-bromo-ethyl)-benzene). Solvent: C1(=CC=CC=C1)C (toluene). Reaction conditions: time 48 hour. Product: [Br-].C1(=CC=CC=C1)CC[P+](C1=CC=CC=C1)(C1=CC=CC=C1)C1=CC=CC=C1 ((2-Phenyl-ethyl)-triphenylphosphonium bromide). Reaction SMILES: [C:1]1([P:7]([C:14]2[CH:19]=[CH:18][CH:17]=[CH:16][CH:15]=2)[C:8]2[CH:13]=[CH:12][CH:11]=[CH:10][CH:9]=2)[CH:6]=[CH:5][CH:4]=[CH:3][CH:2]=1.[Br:20][CH2:21][CH2:22][C:23]1[CH:28]=[CH:27][CH:26]=[CH:25][CH:24]=1>C1(C)C=CC=CC=1>[Br-:20].[C:23]1([CH2:22][CH2:21][P+:7]([C:1]2[CH:2]=[CH:3][CH:4]=[CH:5][CH:6]=2)([C:8]2[CH:13]=[CH:12][CH:11]=[CH:10][CH:9]=2)[C:14]2[CH:15]=[CH:16][CH:17]=[CH:18][CH:19]=2)[CH:28]=[CH:27][CH:26]=[CH:25][CH:24]=1 |f:3.4|. Procedure: Triphenylphosphine (2.364 g, 9.00 mmol) was added to (2-bromo-ethyl)-benzene (1.496 g, 8.00 mmol) in 35 mL toluene in a 100-mL round-bottom flask. The mixture was heated to reflux under argon and stirred 48 h, then concentrated in vacuo to a thick yellow oil. The oil was dissolved in boiling EtOH under argon. Benzene was added until an oil separated from the solution. The solution was heated under vacuum to remove all solvent and yield 3.6 g (100%) white foam. 1H NMR (CDCl3, 300 MHz) δ 7.67-7.91... Procedure details: To a solution of 3.15 g (7.22 mmol) of 5-[N-tert-butoxycarbonyl-N-[3-(trifluoromethanesulfonamido)propan-1-yl]aminomethyl]imidazo[1,2-a]pyridine and 2.65 g (21.65 mmol) of 4-dimethylaminopyridine in 30 ml of chloroform was added dropwise, while stirring at room temperature for 3 minutes, 2.4 ml (21.65 mmol) of trichloroacetyl chloride. The reaction mixture was heated for 15 hours under reflux. After completion of the reaction, the reaction mixture was poured into ice-water, which was neutralized... Yields the product ClC(C(=O)C1=CN=C2N1C(=CC=C2)CN(CCCNS(=O)(=O)C(F)(F)F)C(=O)OC(C)(C)C)(Cl)Cl (3-trichloroacetyl-5-[N-tert-butoxycarbonyl-N-[3-(trifluoromethanesulfonamido)propan-1-yl]aminomethyl]imidazo[1,2-a]pyridine). Reactants: C(C)(C)(C)OC(=O)N(CCCNS(=O)(=O)C(F)(F)F)CC1=CC=CC=2N1C=CN2 (5-[N-tert-butoxycarbonyl-N-[3-(trifluoromethanesulfonamido)propan-1-yl]aminomethyl]imidazo[1,2-a]pyridine), C(O)([O-])=O.[Na+] (sodium hydrogencarbonate), ClC(C(=O)Cl)(Cl)Cl (trichloroacetyl chloride), ice water. RXN SMILES: [C:1]([O:5][C:6]([N:8]([CH2:20][C:21]1[N:26]2[CH:27]=[CH:28][N:29]=[C:25]2[CH:24]=[CH:23][CH:22]=1)[CH2:9][CH2:10][CH2:11][NH:12][S:13]([C:16]([F:19])([F:18])[F:17])(=[O:15])=[O:14])=[O:7])([CH3:4])([CH3:3])[CH3:2].[Cl:30][C:31]([Cl:36])([Cl:35])[C:32](Cl)=[O:33].C(=O)([O-])O.[Na+]>CN(C)C1C=CN=CC=1.C(Cl)(Cl)Cl>[Cl:30][C:31]([Cl:36])([Cl:35])[C:32]([C:27]1[N:26]2[C:21]([CH2:20][N:8]([C:6]([O:5][C:1]([CH3:4])([CH3:2])[CH3:3])=[O:7])[CH2:9][CH2:10][CH2:11][NH:12][S:13]([C:16]([F:19])([F:17])[F:18])(=[O:14])=[O:15])=[CH:22][CH:23]=[CH:24][C:25]2=[N:29][CH:28]=1)=[O:33] |f:2.3|. Run at time 3 minute. The reagents and catalysts are CN(C1=CC=NC=C1)C (4-dimethylaminopyridine). The solvent is C(Cl)(Cl)Cl (chloroform). Isolated yield 55.0%. Starting materials: O=C1c2ccccc2C(=O)N1CCCBr, O=C([O-])[O-], [K+], [K+], O=[N+]([O-])c1cccc(O)c1, CN(C)C=O, O. Yields the product O=C1c2ccccc2C(=O)N1CCCOc1cccc([N+](=O)[O-])c1. Reaction SMILES: [Br:11][CH2:12][CH2:13][CH2:14][N:15]1[C:16](=[O:25])[c:17]2[c:18]([cH:21][cH:22][cH:23][cH:24]2)[C:19]1=[O:20].[C:26](=[O:27])([O-:28])[O-:29].[K+:30].[K+:31].[N+:1](=[O:2])([O-:3])[c:4]1[cH:5][c:6]([OH:10])[cH:7][cH:8][cH:9]1.[O:32]=[CH:33][N:34]([CH3:35])[CH3:36].[OH2:37]>>[N+:1](=[O:2])([O-:3])[c:4]1[cH:5][c:6]([O:10][CH2:12][CH2:13][CH2:14][N:15]2[C:16](=[O:25])[c:17]3[c:18]([cH:21][cH:22][cH:23][cH:24]3)[C:19]2=[O:20])[cH:7][cH:8][cH:9]1. Reactants: N1=CC=CC=C1 (Pyridine), CS(=O)(=O)Cl (methanesulfonyl chloride), NC1=CC2=C(C(=C(O2)C2=CC=C(C=C2)F)C(=O)OC)C=C1OC(C)C (Methyl 6-amino-2-(4-fluorophenyl)-5-isopropoxybenzofuran-3-carboxylate). The solvent is C(C)(=O)OCC (ethyl acetate), ClCCl (dichloromethane), Cl (HCl). Reaction conditions: time 15 hour. Yields the product FC1=CC=C(C=C1)C=1OC2=C(C1C(=O)OC)C=C(C(=C2)NS(=O)(=O)C)OC(C)C (methyl 2-(4-fluorophenyl)-5-isopropoxy-6-(methylsulfonamido)benzofuran-3-carboxylate). Reaction SMILES: [NH2:1][C:2]1[C:21]([O:22][CH:23]([CH3:25])[CH3:24])=[CH:20][C:5]2[C:6]([C:16]([O:18][CH3:19])=[O:17])=[C:7]([C:9]3[CH:14]=[CH:13][C:12]([F:15])=[CH:11][CH:10]=3)[O:8][C:4]=2[CH:3]=1.N1C=CC=CC=1.[CH3:32][S:33](Cl)(=[O:35])=[O:34]>ClCCl.C(OCC)(=O)C.Cl>[F:15][C:12]1[CH:11]=[CH:10][C:9]([C:7]2[O:8][C:4]3[CH:3]=[C:2]([NH:1][S:33]([CH3:32])(=[O:35])=[O:34])[C:21]([O:22][CH:23]([CH3:25])[CH3:24])=[CH:20][C:5]=3[C:6]=2[C:16]([O:18][CH3:19])=[O:17])=[CH:14][CH:13]=1. Procedure: Methyl 6-amino-2-(4-fluorophenyl)-5-isopropoxybenzofuran-3-carboxylate (0.6 g, 1.75 mmol) was dissolved in dichloromethane. Pyridine (0.71 mL, 8.74 mmol) and methanesulfonyl chloride (0.27 mL, 3.5 mmol) were added and the resulting yellow orange solution was stirred at room temperature 15 hours. The solvent was removed in vacuo leaving an oily residue. The oil was redissolved in 100 mL ethyl acetate and 25 mL 10% aqueous HCl. The layers were separated and the organic layer was washed with 10% aq... Starting materials: CC#CC(C)O, [Cl-], Fc1cccc(F)c1Cc1cc(Cl)ncn1, [H-], [NH4+], [Na+], C1CCOC1. The product is CC#CC(C)Oc1cc(Cc2c(F)cccc2F)ncn1. RXN SMILES: [CH3:3][CH:4]([C:5]#[C:6][CH3:7])[OH:8].[Cl-:25].[Cl:9][c:10]1[n:11][cH:12][n:13][c:14]([CH2:16][c:17]2[c:18]([F:24])[cH:19][cH:20][cH:21][c:22]2[F:23])[cH:15]1.[H-:1].[NH4+:26].[Na+:2].[O:27]1[CH2:28][CH2:29][CH2:30][CH2:31]1>>[CH3:3][CH:4]([C:5]#[C:6][CH3:7])[O:8][c:10]1[n:11][cH:12][n:13][c:14]([CH2:16][c:17]2[c:18]([F:24])[cH:19][cH:20][cH:21][c:22]2[F:23])[cH:15]1. Reactants: BrC=1C=CC(=C(C=O)C1)F (5-bromo-2-fluorobenzaldehyde), S1C2=C(C=C1)C=CC=C2 (benzo[b]thiophene), C(CCC)[Li] (n-butyl lithium). The solvent is O1CCCC1 (tetrahydrofuran), O (Water), CCCCCC (n-hexane), O1CCCC1 (tetrahydrofuran). Run at temperature -78 celsius, time 10 minute. The product is S1C(=CC2=C1C=CC=C2)C(O)C2=C(C=CC(=C2)Br)F (1-benzothien-2-yl(5-bromo-2-fluorophenyl)methanol). The yield is 83.6%. Reaction SMILES: [S:1]1[CH:5]=[CH:4][C:3]2[CH:6]=[CH:7][CH:8]=[CH:9][C:2]1=2.C([Li])CCC.[Br:15][C:16]1[CH:17]=[CH:18][C:19]([F:24])=[C:20]([CH:23]=1)[CH:21]=[O:22]>O.O1CCCC1.CCCCCC>[S:1]1[C:2]2[CH:9]=[CH:8][CH:7]=[CH:6][C:3]=2[CH:4]=[C:5]1[CH:21]([C:20]1[CH:23]=[C:16]([Br:15])[CH:17]=[CH:18][C:19]=1[F:24])[OH:22]. Procedure: Into a tetrahydrofuran (20 ml) solution of benzo[b]thiophene (5.0 g) was dropwise added a n-hexane solution (25 ml) of n-butyl lithium (1.58 M) at −78° C. in an argon atmosphere, followed by stirring at −78° C. for 10 minutes. Into this solution was dropwise added a tetrahydrofuran (80 ml) solution of 5-bromo-2-fluorobenzaldehyde (8.0 g), followed by stirring at −78° C. for 2.5 hours. The temperature of the reaction mixture was elevated to room temperature. Water was added thereto, followed by e... The reactants are [BH4-], CO, O=C1CCC(N2CCC(Cc3ccc(Cl)cc3Cl)C2=O)CC1, [Na+]. Yields the product O=C1C(Cc2ccc(Cl)cc2Cl)CCN1C1CCC(O)CC1. Reaction SMILES: [BH4-:23].[CH3:25][OH:26].[Cl:1][c:2]1[c:3]([CH2:4][CH:5]2[C:6](=[O:17])[N:7]([CH:10]3[CH2:11][CH2:12][C:13](=[O:16])[CH2:14][CH2:15]3)[CH2:8][CH2:9]2)[cH:18][cH:19][c:20]([Cl:22])[cH:21]1.[Na+:24]>>[Cl:1][c:2]1[c:3]([CH2:4][CH:5]2[C:6](=[O:17])[N:7]([CH:10]3[CH2:11][CH2:12][CH:13]([OH:16])[CH2:14][CH2:15]3)[CH2:8][CH2:9]2)[cH:18][cH:19][c:20]([Cl:22])[cH:21]1. Starting materials: O=c1[nH]c(=O)n(CCCBr)c2ccccc12, O=C([O-])[O-], CI, CN(C)C=O, [K+], [K+], O. Product: Cn1c(=O)c2ccccc2n(CCCBr)c1=O. Reaction SMILES: [Br:1][CH2:2][CH2:3][CH2:4][n:5]1[c:6](=[O:16])[nH:7][c:8](=[O:15])[c:9]2[cH:10][cH:11][cH:12][cH:13][c:14]12.[C:19](=[O:20])([O-:21])[O-:22].[CH3:17][I:18].[CH3:25][N:26]([CH3:27])[CH:28]=[O:29].[K+:23].[K+:24].[OH2:30]>>[Br:1][CH2:2][CH2:3][CH2:4][n:5]1[c:6](=[O:16])[n:7]([CH3:19])[c:8](=[O:15])[c:9]2[cH:10][cH:11][cH:12][cH:13][c:14]12. Reactants: CC(C)C[Al+]CC(C)C, CO, Cc1ccccc1, Cl, [H-], O, CCOC(=O)C1CCc2cc(OCc3ccccc3)ccc2O1. Yields the product O=CC1CCc2cc(OCc3ccccc3)ccc2O1. Reaction SMILES: [CH3:25][CH:26]([CH3:27])[CH2:28][Al+:29][CH2:30][CH:31]([CH3:32])[CH3:33].[CH3:34][OH:35].[CH3:37][c:38]1[cH:39][cH:40][cH:41][cH:42][cH:43]1.[ClH:36].[H-:24].[OH2:44].[c:1]1([CH2:7][O:8][c:9]2[cH:10][cH:11][c:12]3[c:13]([cH:23]2)[CH2:14][CH2:15][CH:16]([C:18](=[O:19])[O:20][CH2:21][CH3:22])[O:17]3)[cH:2][cH:3][cH:4][cH:5][cH:6]1>>[c:1]1([CH2:7][O:8][c:9]2[cH:10][cH:11][c:12]3[c:13]([cH:23]2)[CH2:14][CH2:15][CH:16]([CH:18]=[O:19])[O:17]3)[cH:2][cH:3][cH:4][cH:5][cH:6]1.